From a dataset of the Open Reaction Database (ORD), a public repository of structured organic reaction records. describe an organic reaction: reactants, conditions, products, and yield The product is O=S(=O)(c1ccc(F)nc1)C(c1cc(F)ccc1F)c1ccncc1Cl. Reactants: [Br-], CCOC(C)=O, CC#N, ClCCl, O=S(=O)(c1ccc(Cl)nc1)C(c1cc(F)ccc1F)c1ccncc1Cl, [F-], [K+], c1ccc([P+](c2ccccc2)(c2ccccc2)c2ccccc2)cc1. As a reaction SMILES: [Br-:38].[CH3:32][CH2:33][O:34][C:35](=[O:36])[CH3:37].[CH3:64][C:65]#[N:66].[Cl:29][CH2:30][Cl:31].[Cl:3][c:4]1[n:5][cH:6][c:7]([S:10](=[O:11])(=[O:12])[CH:13]([c:14]2[c:15]([F:21])[cH:16][cH:17][c:18]([F:20])[cH:19]2)[c:22]2[c:23]([Cl:28])[cH:24][n:25][cH:26][cH:27]2)[cH:8][cH:9]1.[F-:1].[K+:2].[c:39]1([P+:40]([c:41]2[cH:42][cH:43][cH:44][cH:45][cH:46]2)([c:47]2[cH:48][cH:49][cH:50][cH:51][cH:52]2)[c:53]2[cH:54][cH:55][cH:56][cH:57][cH:58]2)[cH:59][cH:60][cH:61][cH:62][cH:63]1>>[F:1][c:4]1[n:5][cH:6][c:7]([S:10](=[O:11])(=[O:12])[CH:13]([c:14]2[c:15]([F:21])[cH:16][cH:17][c:18]([F:20])[cH:19]2)[c:22]2[c:23]([Cl:28])[cH:24][n:25][cH:26][cH:27]2)[cH:8][cH:9]1. Starting materials: O=C1CCC(=O)N1Cl, CC1(O)C(O)C(CO)OC1n1ccc2c(N)ncnc21, CN(C)C=O. Product: CC1(O)C(O)C(CO)OC1n1cc(Cl)c2c(N)ncnc21. Reaction SMILES: [Cl:21][N:22]1[C:23](=[O:24])[CH2:25][CH2:26][C:27]1=[O:28].[NH2:1][c:2]1[c:3]2[c:4]([n:5][cH:6][n:7]1)[n:8]([CH:11]1[C:12]([OH:13])([CH3:20])[CH:14]([OH:15])[CH:16]([CH2:18][OH:19])[O:17]1)[cH:9][cH:10]2.[O:29]=[CH:30][N:31]([CH3:32])[CH3:33]>>[NH2:1][c:2]1[c:3]2[c:4]([n:5][cH:6][n:7]1)[n:8]([CH:11]1[C:12]([OH:13])([CH3:20])[CH:14]([OH:15])[CH:16]([CH2:18][OH:19])[O:17]1)[cH:9][c:10]2[Cl:21]. The reactants are Nc1ncnc2c1nc(Br)n2CCc1ccccc1, CCO. The product is Nc1ncnc2c1nc(O)n2CCc1ccccc1. As a reaction SMILES: [Br:1][c:2]1[n:3]([CH2:12][CH2:13][c:14]2[cH:15][cH:16][cH:17][cH:18][cH:19]2)[c:4]2[n:5][cH:6][n:7][c:8]([NH2:11])[c:9]2[n:10]1.[CH3:20][CH2:21][OH:22]>>[c:2]1([OH:22])[n:3]([CH2:12][CH2:13][c:14]2[cH:15][cH:16][cH:17][cH:18][cH:19]2)[c:4]2[n:5][cH:6][n:7][c:8]([NH2:11])[c:9]2[n:10]1. Starting materials: solution, C(CCC)[Li] (n-butyllithium), BrC(=CCC1CCCCC1)Br (1,1-dibromo-3-cyclohexyl-1-propene), C1CCOC1 (THF), N1=C(C=CC=C1)C(C=O)C (2-(2-pyridyl)propionaldehyde). The solvent is CCCCCC (hexane). Product: C1(CCCCC1)CC#CC(CCC1=NC=CC=C1)O (2-(6-Cyclohexyl-3-hydroxy-4-hexinyl)pyridine). Reaction SMILES: C([Li])CCC.Br[C:7](Br)=[CH:8][CH2:9][CH:10]1[CH2:15][CH2:14][CH2:13][CH2:12][CH2:11]1.[N:17]1[CH:22]=[CH:21][CH:20]=[CH:19][C:18]=1[CH:23]([CH3:26])C=O.C1C[O:30][CH2:29]C1>CCCCCC>[CH:10]1([CH2:9][C:8]#[C:7][CH:29]([OH:30])[CH2:26][CH2:23][C:18]2[CH:19]=[CH:20][CH:21]=[CH:22][N:17]=2)[CH2:15][CH2:14][CH2:13][CH2:12][CH2:11]1. Procedure: 2 equivalents of a solution of n-butyllithium in hexane (1.4 M) are added at -78° C. to a solution of 0.1 mol of 1,1-dibromo-3-cyclohexyl-1-propene in THF. After warming to room temperature, the mixture is stirred for a further hour, then cooled to -78° C. and a solution of 0.]mol of 2-(2-pyridyl)propionaldehyde (prepared according to J. Pract. Chem. 19, 226 (1963)) is added. After warming to room temperature again, the mixture is poured onto ice and extracted with MTB. After drying, concentrati... Reactants: CO, Cl, CC(C)(C)OC(=O)N1CCC(c2c[nH]c3c(C(N)=O)cc(-c4cccs4)cc23)CC1. Product: NC(=O)c1cc(-c2cccs2)cc2c(C3CCNCC3)c[nH]c12. RXN SMILES: [CH3:31][OH:32].[ClH:33].[NH2:1][C:2](=[O:3])[c:4]1[cH:5][c:6](-[c:26]2[s:27][cH:28][cH:29][cH:30]2)[cH:7][c:8]2[c:9]([CH:13]3[CH2:14][CH2:15][N:16]([C:19]([O:20][C:21]([CH3:22])([CH3:23])[CH3:24])=[O:25])[CH2:17][CH2:18]3)[cH:10][nH:11][c:12]12>>[NH2:1][C:2](=[O:3])[c:4]1[cH:5][c:6](-[c:26]2[s:27][cH:28][cH:29][cH:30]2)[cH:7][c:8]2[c:9]([CH:13]3[CH2:14][CH2:15][NH:16][CH2:17][CH2:18]3)[cH:10][nH:11][c:12]12. Starting materials: CC(C)C[Al+]CC(C)C, C1CCOC1, CCOC(=O)C(F)=C(C)c1cc2c(cc1OCC)C(C)(C)CC=C2C(C)C, [H-]. Reaction SMILES: [CH2:2]([Al+:3][CH2:4][CH:5]([CH3:6])[CH3:7])[CH:8]([CH3:9])[CH3:10].[CH2:38]1[O:39][CH2:40][CH2:41][CH2:42]1.[F:11][C:12]([C:13](=[O:14])[O:15][CH2:16][CH3:17])=[C:18]([CH3:19])[c:20]1[c:21]([O:35][CH2:36][CH3:37])[cH:22][c:23]2[c:28]([cH:29]1)[C:27]([CH:30]([CH3:31])[CH3:32])=[CH:26][CH2:25][C:24]2([CH3:33])[CH3:34].[H-:1]>>[F:11][C:12]([CH2:13][OH:14])=[C:18]([CH3:19])[c:20]1[c:21]([O:35][CH2:36][CH3:37])[cH:22][c:23]2[c:28]([cH:29]1)[C:27]([CH:30]([CH3:31])[CH3:32])=[CH:26][CH2:25][C:24]2([CH3:33])[CH3:34]. Product: CCOc1cc2c(cc1C(C)=C(F)CO)C(C(C)C)=CCC2(C)C. The product is CC(=O)OC1(CN(C(C)=O)C(C)C)COc2ccc(N)cc2OC1. RXN SMILES: [C:1]([CH3:2])(=[O:3])[O:4][C:5]1([CH2:19][N:20]([C:21]([CH3:22])=[O:23])[CH:24]([CH3:25])[CH3:26])[CH2:6][O:7][c:8]2[c:9]([cH:12][cH:13][c:14]([N+:16]([O-:17])=[O:18])[cH:15]2)[O:10][CH2:11]1.[CH3:29][CH2:30][O:31][C:32](=[O:33])[CH3:34].[H:27][H:28].[Pt:35]>>[C:1]([CH3:2])(=[O:3])[O:4][C:5]1([CH2:19][N:20]([C:21]([CH3:22])=[O:23])[CH:24]([CH3:25])[CH3:26])[CH2:6][O:7][c:8]2[c:9]([cH:12][cH:13][c:14]([NH2:16])[cH:15]2)[O:10][CH2:11]1. Starting materials: CC(=O)OC1(CN(C(C)=O)C(C)C)COc2ccc([N+](=O)[O-])cc2OC1, CCOC(C)=O, [H][H], [Pt]. Starting materials: CC(C)(C)OC(=O)NC1(C(=O)O)CCOCC1, CN(C)C=O, CCN(C(C)C)C(C)C, NC(=O)C(N)Cc1ccc(I)cc1. Yields the product CC(C)(C)OC(=O)NC1(C(=O)NC(Cc2ccc(I)cc2)C(N)=O)CCOCC1. RXN SMILES: [C:1]([CH3:2])([CH3:3])([CH3:4])[O:5][C:6](=[O:7])[NH:8][C:9]1([C:15](=[O:16])[OH:17])[CH2:10][CH2:11][O:12][CH2:13][CH2:14]1.[CH3:40][N:41]([CH3:42])[CH:43]=[O:44].[CH:31]([N:32]([CH:33]([CH3:34])[CH3:35])[CH2:36][CH3:37])([CH3:38])[CH3:39].[NH2:18][CH:19]([C:20](=[O:21])[NH2:22])[CH2:23][c:24]1[cH:25][cH:26][c:27]([I:30])[cH:28][cH:29]1>>[C:1]([CH3:2])([CH3:3])([CH3:4])[O:5][C:6](=[O:7])[NH:8][C:9]1([C:15](=[O:17])[NH:18][CH:19]([C:20](=[O:21])[NH2:22])[CH2:23][c:24]2[cH:25][cH:26][c:27]([I:30])[cH:28][cH:29]2)[CH2:10][CH2:11][O:12][CH2:13][CH2:14]1. The reactants are BrCCOC1=C(C=C(C=C1)NC(C)=O)C=1N(N=CC1)C (N-[4-(2-bromo-ethoxy)-3-(2-methyl-2H-pyrazol-3-yl)-phenyl]-acetamide), Cl (HCl). Run in C1CCOC1 (THF). Reaction conditions: temperature 150 celsius. Product: ClCCOC1=C(C=C(C=C1)N)C=1N(N=CC1)C (4-(2-chloro-ethoxy)-3-(2-methyl-2H-pyrazol-3-yl)-phenylamine). As a reaction SMILES: Br[CH2:2][CH2:3][O:4][C:5]1[CH:10]=[CH:9][C:8]([NH:11]C(=O)C)=[CH:7][C:6]=1[C:15]1[N:16]([CH3:20])[N:17]=[CH:18][CH:19]=1.[ClH:21]>C1COCC1>[Cl:21][CH2:2][CH2:3][O:4][C:5]1[CH:10]=[CH:9][C:8]([NH2:11])=[CH:7][C:6]=1[C:15]1[N:16]([CH3:20])[N:17]=[CH:18][CH:19]=1. Procedure: A mixture of N-[4-(2-bromo-ethoxy)-3-(2-methyl-2H-pyrazol-3-yl)-phenyl]-acetamide (450 mg, 1.33 mmol), concentrated HCl (0.9 mL) in THF (4 mL) was heated with microwave irradiation at 150° C. for 30 minutes. The crude was concentrated in vacuo to give the title compound as a brown oil. Exact mass calculated for C12H14ClN2O 251.1. found 252.0 (MH+). This was used without purification in next step.